From a dataset of the Open Reaction Database (ORD), a public repository of structured organic reaction records. describe an organic reaction: reactants, conditions, products, and yield Reactants: N1=CNC2=C1C=CC=C2 (benzimidazole), C1CO1 (ethylene oxide). The solvent is CN(C(C)=O)C (N,N-dimethylacetamide). Conditions: temperature 100 celsius, time 16 hour. The product is N1(C=NC2=C1C=CC=C2)CCO (2-(1H-benzimidazol-1-yl)ethanol). RXN SMILES: [N:1]1[C:5]2[CH:6]=[CH:7][CH:8]=[CH:9][C:4]=2[NH:3][CH:2]=1.[CH2:10]1[O:12][CH2:11]1>CN(C)C(=O)C>[N:1]1([CH2:10][CH2:11][OH:12])[C:5]2[CH:6]=[CH:7][CH:8]=[CH:9][C:4]=2[N:3]=[CH:2]1. Procedure: A mixture of 118 g of benzimidazole, 48.5 g of ethylene oxide, and 400 g of N,N-dimethylacetamide was heated and stirred in an autoclave at 100° C. for 16 hours. The solvent was distilled off in vacuo, yielding crude 2-(1H-benzimidazol-1-yl)ethanol. Starting materials: CC1CCC(N(C(=O)C(C)(C)C)C2CC(C(=O)O)N(C(=O)OC(C)(C)C)C2)CC1, CCOC(=O)Cl, C1CCOC1, N, O. Yields the product CC1CCC(N(C(=O)C(C)(C)C)C2CC(C(N)=O)N(C(=O)OC(C)(C)C)C2)CC1. As a reaction SMILES: [C:1](=[O:2])([O:3][C:4]([CH3:5])([CH3:6])[CH3:7])[N:8]1[CH:9]([C:10](=[O:11])[OH:12])[CH2:13][CH:14]([N:16]([CH:17]2[CH2:18][CH2:19][CH:20]([CH3:23])[CH2:21][CH2:22]2)[C:24]([C:25]([CH3:26])([CH3:27])[CH3:28])=[O:29])[CH2:15]1.[CH2:30]([O:31][C:32]([Cl:33])=[O:34])[CH3:35].[CH2:38]1[O:39][CH2:40][CH2:41][CH2:42]1.[NH3:37].[OH2:36]>>[C:1](=[O:2])([O:3][C:4]([CH3:5])([CH3:6])[CH3:7])[N:8]1[CH:9]([C:10](=[O:11])[NH2:37])[CH2:13][CH:14]([N:16]([CH:17]2[CH2:18][CH2:19][CH:20]([CH3:23])[CH2:21][CH2:22]2)[C:24]([C:25]([CH3:26])([CH3:27])[CH3:28])=[O:29])[CH2:15]1. The reactants are CC(=O)O, Oc1ccc(F)cc1, O=C1CCC(=O)N1I, O, O=S(=O)(O)O. The product is Oc1ccc(F)cc1I. Reaction SMILES: [CH3:17][C:18](=[O:19])[OH:20].[F:9][c:10]1[cH:11][cH:12][c:13]([OH:16])[cH:14][cH:15]1.[I:1][N:2]1[C:3](=[O:4])[CH2:5][CH2:6][C:7]1=[O:8].[OH2:26].[S:21](=[O:22])(=[O:23])([OH:24])[OH:25]>>[I:1][c:12]1[cH:11][c:10]([F:9])[cH:15][cH:14][c:13]1[OH:16].